From a dataset of the Open Reaction Database (ORD), a public repository of structured organic reaction records. describe an organic reaction: reactants, conditions, products, and yield Reactants: N/C(/NCCC[C@@H](C(N1CCNCC1)=O)NS(=O)(=O)C1=CC2=CC=CC=C2C=C1)=N\S(=O)(=O)C=1C(=C(C2=C(CC(O2)(C)C)C1C)C)C (2,2,4,6,7-Pentamethyl-2,3-dihydro-benzofuran-5-sulfonic acid 1-amino-1-[(S)-4-(naphthalene-2-sulfonylamino)-5-oxo-5-piperazin-1-yl-pentylamino]-meth-(E)-ylideneamide), CCN(C(C)C)C(C)C (DIEA), ClC(=O)OCC (ethyl chloroformate). The solvent is C(Cl)(Cl)Cl (CHCl3). Conditions: temperature 5 celsius, time 15 minute. The product is C(C)OC(=O)N1CCN(CC1)C([C@H](CCCN/C(=N/S(=O)(=O)C=1C(=C(C2=C(CC(O2)(C)C)C1C)C)C)/N)NS(=O)(=O)C1=CC2=CC=CC=C2C=C1)=O (4-[(S)-5-({Amino-[(E)-2,2,4,6,7-pentamethyl-2,3-dihydro-benzofuran-5-sulfonylimino]-methyl}-amino)-2-(naphthalene-2-sulfonylamino)-pentanoyl]-piperazine-1-carboxylic acid ethyl ester). Yield: 100.0%. As a reaction SMILES: [NH2:1]/[C:2](=[N:30]\[S:31]([C:34]1[C:35]([CH3:47])=[C:36]([CH3:46])[C:37]2[O:41][C:40]([CH3:43])([CH3:42])[CH2:39][C:38]=2[C:44]=1[CH3:45])(=[O:33])=[O:32])/[NH:3][CH2:4][CH2:5][CH2:6][C@H:7]([NH:16][S:17]([C:20]1[CH:29]=[CH:28][C:27]2[C:22](=[CH:23][CH:24]=[CH:25][CH:26]=2)[CH:21]=1)(=[O:19])=[O:18])[C:8](=[O:15])[N:9]1[CH2:14][CH2:13][NH:12][CH2:11][CH2:10]1.CCN(C(C)C)C(C)C.Cl[C:58]([O:60][CH2:61][CH3:62])=[O:59]>C(Cl)(Cl)Cl>[CH2:61]([O:60][C:58]([N:12]1[CH2:11][CH2:10][N:9]([C:8](=[O:15])[C@@H:7]([NH:16][S:17]([C:20]2[CH:29]=[CH:28][C:27]3[C:22](=[CH:23][CH:24]=[CH:25][CH:26]=3)[CH:21]=2)(=[O:19])=[O:18])[CH2:6][CH2:5][CH2:4][NH:3]/[C:2](/[NH2:1])=[N:30]/[S:31]([C:34]2[C:35]([CH3:47])=[C:36]([CH3:46])[C:37]3[O:41][C:40]([CH3:43])([CH3:42])[CH2:39][C:38]=3[C:44]=2[CH3:45])(=[O:33])=[O:32])[CH2:14][CH2:13]1)=[O:59])[CH3:62]. Procedure: To a solution of compound D (8.0 g, 11.1 mmol) in CHCl3 (50 ml) was added DIEA (4.1 mL, 23.3 mmol) at room temperature and stirred for 15 min. The mixture was cooled to ˜5° C., ethyl chloroformate (1.06 mL, 11.1 mmol) was added drop wise. After stirring at room temperature overnight (˜18 h), solvent removed in vacuo. The residue was dissolved in MeOH (˜25 ml) and Et2O (˜500 mL) was added. The precipitated crude product was filtered off, washed with Et2O and dried under vacuo to afford compound E... Reactants: Cl (hydrochloric acid), C(C)(=O)[O-].[Na+] (sodium acetate), C([O-])(O)=O.[Na+] (sodium bicarbonate), C(C)(C)(C)OC(=O)N1CCN(CC1)C1=C2N=C(N(C2=NC(=N1)Cl)C)Cl (4-(2,8-Dichloro-9-methyl-9H-purin-6-yl)piperazine-1-carboxylic acid t-butyl ester). Run in O (water), CS(=O)C (dimethylsulfoxide). Conditions: temperature 120 celsius, time 22 hour. The product is C(C)(C)(C)OC(=O)N1CCN(CC1)C1=C2NC(N(C2=NC(=N1)Cl)C)=O (4-(2-Chloro-9-methyl-8-oxo-8,9-dihydro-7H-purin-6-yl)piperazine-1-carboxylic acid t-butyl ester). The yield is 21.0%. Reaction SMILES: [C:1]([O:5][C:6]([N:8]1[CH2:13][CH2:12][N:11]([C:14]2[N:22]=[C:21]([Cl:23])[N:20]=[C:19]3[C:15]=2[N:16]=[C:17](Cl)[N:18]3[CH3:24])[CH2:10][CH2:9]1)=[O:7])([CH3:4])([CH3:3])[CH3:2].C([O-])(=[O:28])C.[Na+].C(=O)(O)[O-].[Na+].Cl>CS(C)=O.O>[C:1]([O:5][C:6]([N:8]1[CH2:13][CH2:12][N:11]([C:14]2[N:22]=[C:21]([Cl:23])[N:20]=[C:19]3[C:15]=2[NH:16][C:17](=[O:28])[N:18]3[CH3:24])[CH2:10][CH2:9]1)=[O:7])([CH3:4])([CH3:3])[CH3:2] |f:1.2,3.4|. Procedure details: 4-(2,8-Dichloro-9-methyl-9H-purin-6-yl)piperazine-1-carboxylic acid t-butyl ester (1.0 g) was dissolved in dimethylsulfoxide (10 mL), and then sodium acetate (425 mg) and sodium bicarbonate (326 mg) were added to this solution. After stirring the reaction solution at 120° C. for 22 hours, 1 N aqueous hydrochloric acid (5.0 mL) and water (80 mL) were added to the reaction solution, and this was extracted with ethyl acetate. The obtained organic layer was washed sequentially with water and saturat... The reactants are BrCCSCCCC(C(=O)OCC)(C)C (ethyl 8-bromo-2,2-dimethyl-6-thiaoctanoate), ClC1=CC=C(C=C1)S(=O)(=O)N (4-chlorobenzenesulphonamide). Yields the product ClC1=CC=C(C=C1)S(=O)(=O)NCCSCCCC(C(=O)OCC)(C)C (Ethyl 8-(4-chlorobenzenesulphonamido)-2,2-dimethyl-6-thiaoctanoate). Isolated yield 63.0%. RXN SMILES: Br[CH2:2][CH2:3][S:4][CH2:5][CH2:6][CH2:7][C:8]([CH3:15])([CH3:14])[C:9]([O:11][CH2:12][CH3:13])=[O:10].[Cl:16][C:17]1[CH:22]=[CH:21][C:20]([S:23]([NH2:26])(=[O:25])=[O:24])=[CH:19][CH:18]=1>>[Cl:16][C:17]1[CH:18]=[CH:19][C:20]([S:23]([NH:26][CH2:2][CH2:3][S:4][CH2:5][CH2:6][CH2:7][C:8]([CH3:15])([CH3:14])[C:9]([O:11][CH2:12][CH3:13])=[O:10])(=[O:24])=[O:25])=[CH:21][CH:22]=1. Procedure: from ethyl 8-bromo-2,2-dimethyl-6-thiaoctanoate and 4-chlorobenzenesulphonamide; yield 63% of theory; colourless oil; Reactants: C(C(C)(C)C)(=O)Cl (pivaloyl chloride), NC1=NC2=CC=C(C=C2C(=N1)C(=O)N1CC2=CC=CC=C2C1)C1=C(C=C(C(=C1)F)F)CO ([2-amino-6-(4,5-difluoro-2-hydroxymethylphenyl)quinazolin-4-yl]-(1,3-dihydroisoindol-2-yl)methanone), C(C)(=O)OCC (ethyl acetate), O (water). Reagents/catalysts: CN(C1=CC=NC=C1)C (4-(dimethylamino)pyridine). The solvent is CN(C=O)C (dimethylformamide). Reaction conditions: temperature 80 celsius, time 16 hour. Product: CC(C(=O)OCC1=C(C=C(C(=C1)F)F)C=1C=C2C(=NC(=NC2=CC1)N)C(=O)N1CC2=CC=CC=C2C1)(C)C (2-[2-Amino-4-(1,3-dihydroisoindole-2-carbonyl)quinazolin-6-yl]-4,5-difluorobenzyl 2,2-dimethylpropionate). RXN SMILES: [C:1](Cl)(=[O:6])[C:2]([CH3:5])([CH3:4])[CH3:3].[NH2:8][C:9]1[N:18]=[C:17]([C:19]([N:21]2[CH2:29][C:28]3[C:23](=[CH:24][CH:25]=[CH:26][CH:27]=3)[CH2:22]2)=[O:20])[C:16]2[C:11](=[CH:12][CH:13]=[C:14]([C:30]3[CH:35]=[C:34]([F:36])[C:33]([F:37])=[CH:32][C:31]=3[CH2:38][OH:39])[CH:15]=2)[N:10]=1.C(OCC)(=O)C.O>CN(C)C1C=CN=CC=1.CN(C)C=O>[CH3:3][C:2]([CH3:5])([CH3:4])[C:1]([O:39][CH2:38][C:31]1[CH:32]=[C:33]([F:37])[C:34]([F:36])=[CH:35][C:30]=1[C:14]1[CH:15]=[C:16]2[C:11](=[CH:12][CH:13]=1)[N:10]=[C:9]([NH2:8])[N:18]=[C:17]2[C:19]([N:21]1[CH2:22][C:23]2[C:28](=[CH:27][CH:26]=[CH:25][CH:24]=2)[CH2:29]1)=[O:20])=[O:6]. Procedure: 47 μl of pivaloyl chloride are added to a solution of 200 mg of [2-amino-6-(4,5-difluoro-2-hydroxymethylphenyl)quinazolin-4-yl]-(1,3-dihydroisoindol-2-yl)methanone and 2 mg of 4-(dimethylamino)pyridine (DMAP) in 4 ml of dimethylformamide, and the mixture is stirred at 80° C. for 16 h. 8 ml of ethyl acetate and 8 ml of water are added, the organic phase is separated off and evaporated to dryness in vacuo. The residue is dissolved in 1 ml of dimethyl sulfoxide and purified by chromatography (rever... The reactants are C1(=CC=CC=C1)C (toluene), BrC=1C=C(OCC(CCC=2C=NC=CC2)O)C=CC1 ((±)-1-(3-bromophenoxy)-4-(3-pyridyl)-2-butanol), C([O-])([O-])=O.[Na+].[Na+] (sodium carbonate), COC=1C=C(C=CC1)B(O)O (3-methoxybenzeneboronic acid). The reagents and catalysts are C=1C=CC(=CC1)[P](C=2C=CC=CC2)(C=3C=CC=CC3)[Pd]([P](C=4C=CC=CC4)(C=5C=CC=CC5)C=6C=CC=CC6)([P](C=7C=CC=CC7)(C=8C=CC=CC8)C=9C=CC=CC9)[P](C=1C=CC=CC1)(C=1C=CC=CC1)C=1C=CC=CC1 (tetrakis(triphenylphosphine)palladium(0)). The solvent is C(C)O (ethanol). Run at temperature 120 celsius. The product is COC=1C=C(C=CC1)C1=CC=C(C=C1)OCC(CCC=1C=NC=CC1)O ((±)-1-(3'-Methoxybiphenyl-4-yloxy)-4-(3-pyridyl)-2-butanol). RXN SMILES: C1(C)C=CC=CC=1.C(=O)([O-])[O-].[Na+].[Na+].[CH3:14][O:15][C:16]1[CH:17]=[C:18](B(O)O)[CH:19]=[CH:20][CH:21]=1.Br[C:26]1[CH:27]=[C:28]([CH:41]=[CH:42][CH:43]=1)[O:29][CH2:30][CH:31]([OH:40])[CH2:32][CH2:33][C:34]1[CH:35]=[N:36][CH:37]=[CH:38][CH:39]=1>C1C=CC([P]([Pd]([P](C2C=CC=CC=2)(C2C=CC=CC=2)C2C=CC=CC=2)([P](C2C=CC=CC=2)(C2C=CC=CC=2)C2C=CC=CC=2)[P](C2C=CC=CC=2)(C2C=CC=CC=2)C2C=CC=CC=2)(C2C=CC=CC=2)C2C=CC=CC=2)=CC=1.C(O)C>[CH3:14][O:15][C:16]1[CH:17]=[C:18]([C:43]2[CH:26]=[CH:27][C:28]([O:29][CH2:30][CH:31]([OH:40])[CH2:32][CH2:33][C:34]3[CH:35]=[N:36][CH:37]=[CH:38][CH:39]=3)=[CH:41][CH:42]=2)[CH:19]=[CH:20][CH:21]=1 |f:1.2.3,^1:47,49,68,87|. Procedure details: Prepared according to the method as described in Example 33a) from toluene (8 ml), aqueous sodium carbonate (2 M, 2.47 ml), 3-methoxybenzeneboronic acid (0.413 g), ethanol (2 ml), (±)-1-(3-bromophenoxy)-4-(3-pyridyl)-2-butanol (0.79 g, Example 56a) and tetrakis(triphenylphosphine)palladium(0) (0.071 g) with heating at 120° C. for 4 hours. After work up the residue was purified by column chromatography over silica with ethyl acetate to give the title compound as a white solid after trituration wi... Reactants: C(=C)C1(CCCCCCCCCCC1)O (1-vinylcyclododecanol), quartz, C1(CCCCCCCCCCC1)=O (cyclododecanone). Yields the product C1(CCCCCCCCCCCCC1)=O (cyclotetradecanone). The yield is 71.9%. Reaction SMILES: [CH:1]([C:3]1([OH:15])[CH2:14][CH2:13][CH2:12][CH2:11][CH2:10][CH2:9][CH2:8][CH2:7][CH2:6][CH2:5][CH2:4]1)=[CH2:2].C1(=O)CCCCCCCCCCC1>>[C:3]1(=[O:15])[CH2:1][CH2:2][CH2:4][CH2:5][CH2:6][CH2:7][CH2:8][CH2:9][CH2:10][CH2:11][CH2:12][CH2:13][CH2:14]1. Procedure details: 5 g (23.8 mmol) of 1-vinylcyclododecanol, quartz reactor 25/400 mm, temperature 660° C.±10, vaporization at 125-135° C. (airbath temperature) in about 30 min. Nitrogen stream about 1-2 l/h, vacuum 4-6 mbar. The oily condensate began to crystallize in the cool trap already. 4.4 g (88% crude yield) of a wax-like solid were obtained which, according to GC and GC/MS analyses, comprises as well as 80-85% of the main component also up to about 5% cyclododecanone and about 5-10% other components which,...